Task: describe an organic reaction: reactants, conditions, products, and yield. Dataset: the Open Reaction Database (ORD), a public repository of structured organic reaction records Starting materials: NCCC1N(CCC1)C (2-(2-aminoethyl)-1-methylpyrrolidine), [OH-].[Na+] (NaOH), C1(=CC=CC=C1)C (toluene), C(C)OC(CCCCCCCCCCCCC)=O (myristic acid ethyl ester). Run in C(C)(=O)OCC (ethyl acetate), O (water). Run at time 20 minute. Product: CN1C(CCC1)CCNC(CCCCCCCCCCCCC)=O (N-[2-(1-methylpyrrolidin-2-yl)ethyl]myristamide). Isolated yield 94.7%. RXN SMILES: [NH2:1][CH2:2][CH2:3][CH:4]1[CH2:8][CH2:7][CH2:6][N:5]1[CH3:9].C1(C)C=CC=CC=1.C([O:19][C:20](=O)[CH2:21][CH2:22][CH2:23][CH2:24][CH2:25][CH2:26][CH2:27][CH2:28][CH2:29][CH2:30][CH2:31][CH2:32][CH3:33])C.[OH-].[Na+]>C(OCC)(=O)C.O>[CH3:9][N:5]1[CH2:6][CH2:7][CH2:8][CH:4]1[CH2:3][CH2:2][NH:1][C:20](=[O:19])[CH2:21][CH2:22][CH2:23][CH2:24][CH2:25][CH2:26][CH2:27][CH2:28][CH2:29][CH2:30][CH2:31][CH2:32][CH3:33] |f:3.4|. Procedure details: Toluene (1.00 ml), dried using MS 4A, was mixed with 1.00 ml of a n-hexane solution of 15% Me3Al. With the mixture being cooled in an ice-methanol bath, 0.17 ml (0.78 mmol) of 2-(2-aminoethyl)-1-methylpyrrolidine was added dropwise over about 2 minutes. After stirring for 20 minutes, the temperature was raised to room temperature, and 0.5 ml of a toluene solution of 0.2 g (0.78 mmol) of myristic acid ethyl ester was added dropwise over 1 minute. After stirring for 2 hours at 70° C., the mixture ... As a reaction SMILES: [C:1]1([O:11][CH2:12][CH:13]([OH:16])[CH2:14]Cl)[C:10]2[C:5](=[CH:6][CH:7]=[CH:8][CH:9]=2)[CH:4]=[CH:3][CH:2]=1.[C:17]([NH:25][CH:26]1[CH2:31][CH2:30][NH:29][CH2:28][CH2:27]1)(=[O:24])[C:18]1[CH:23]=[CH:22][CH:21]=[CH:20][CH:19]=1.C(=O)([O-])[O-].[K+].[K+]>C(O)(C)C>[C:1]1([O:11][CH2:12][CH:13]([OH:16])[CH2:14][N:29]2[CH2:30][CH2:31][CH:26]([NH:25][C:17](=[O:24])[C:18]3[CH:23]=[CH:22][CH:21]=[CH:20][CH:19]=3)[CH2:27][CH2:28]2)[C:10]2[C:5](=[CH:6][CH:7]=[CH:8][CH:9]=2)[CH:4]=[CH:3][CH:2]=1 |f:2.3.4|. Procedure details: 3-(α-Naphthoxy)-1-chloropropan-2-ol (1.18 g.) was refluxed for 16 hours in isopropyl alcohol (100 ml.) with 4-benzamidopiperidine (1.032 g.) and anhydrous potassium carbonate (1.037 g.). The mixture was filtered hot, cooled and evaporated to dryness. The gum so obtained gave the title compound as a solid on triturating in ether, m.p. 139°-141° C. (Found: C, 74.1; H, 7.1; N, 6.9. C25H28N2O3 requires C, 74.2; H, 7.0; N, 6.9%). The solvent is C(C)(C)O (isopropyl alcohol). Yields the product C1(=CC=CC2=CC=CC=C12)OCC(CN1CCC(CC1)NC(C1=CC=CC=C1)=O)O (1-[3-(1-Naphthoxy)-2-hydroxyprop-1-yl]-4-benzamidopiperidine). Starting materials: C1(=CC=CC2=CC=CC=C12)OCC(CCl)O (3-(α-Naphthoxy)-1-chloropropan-2-ol), C(C1=CC=CC=C1)(=O)NC1CCNCC1 (4-benzamidopiperidine), C([O-])([O-])=O.[K+].[K+] (potassium carbonate). The reactants are COc1ccc(CN(CC(C)(C)c2cc(NC(=O)C(C)(C)S(=O)(=O)C3CCOCC3)on2)C(C)=O)cc1, CC#N, [NH4+], O=[N+]([O-])[O-], O. Product: CC(=O)NCC(C)(C)c1cc(NC(=O)C(C)(C)S(=O)(=O)C2CCOCC2)on1. As a reaction SMILES: [C:1]([CH3:2])(=[O:3])[N:4]([CH2:5][C:6]([CH3:7])([CH3:8])[c:9]1[n:10][o:11][c:12]([NH:14][C:15]([C:16]([CH3:17])([S:18](=[O:19])(=[O:20])[CH:21]2[CH2:22][CH2:23][O:24][CH2:25][CH2:26]2)[CH3:27])=[O:28])[cH:13]1)[CH2:29][c:30]1[cH:31][cH:32][c:33]([O:34][CH3:35])[cH:36][cH:37]1.[CH3:38][C:39]#[N:40].[NH4+:41].[O-:42][N+:43](=[O:44])[O-:45].[OH2:46]>>[C:1]([CH3:2])(=[O:3])[NH:4][CH2:5][C:6]([CH3:7])([CH3:8])[c:9]1[n:10][o:11][c:12]([NH:14][C:15]([C:16]([CH3:17])([S:18](=[O:19])(=[O:20])[CH:21]2[CH2:22][CH2:23][O:24][CH2:25][CH2:26]2)[CH3:27])=[O:28])[cH:13]1. Procedure details: 27.23 g (0.1 mol) of p-anisoin and 10.8 g (0.15 mol) of thiourea were reacted as in example 10. The yield was 20 g. Yields the product COC1=CC=C(C=C1)C=1N=C(NC1C1=CC=C(C=C1)OC)S (4,5-bis(4-methoxyphenyl)-1H-imidazole-2-thiol). The reactants are C1(=CC=C(OC)C=C1)C(=O)C(O)C1=CC=C(OC)C=C1 (p-anisoin), NC(=S)N (thiourea). As a reaction SMILES: [C:1]1([C:9]([CH:11]([C:13]2[CH:20]=[CH:19][C:16]([O:17][CH3:18])=[CH:15][CH:14]=2)O)=O)[CH:8]=[CH:7][C:4]([O:5][CH3:6])=[CH:3][CH:2]=1.[NH2:21][C:22]([NH2:24])=[S:23]>>[CH3:6][O:5][C:4]1[CH:7]=[CH:8][C:1]([C:9]2[N:21]=[C:22]([SH:23])[NH:24][C:11]=2[C:13]2[CH:20]=[CH:19][C:16]([O:17][CH3:18])=[CH:15][CH:14]=2)=[CH:2][CH:3]=1. Product: CCN(CCN1CCSc2ccc(N)cc21)C(=O)OC(C)(C)C. Reactants: CCN(CCN1CCSc2ccc([N+](=O)[O-])cc21)C(=O)OC(C)(C)C, CCO, CCOC(C)=O, NN, O. RXN SMILES: [CH2:1]([CH3:2])[N:3]([C:4]([O:5][C:6]([CH3:7])([CH3:8])[CH3:9])=[O:10])[CH2:11][CH2:12][N:13]1[c:14]2[c:15]([cH:19][cH:20][c:21]([N+:23]([O-:24])=[O:25])[cH:22]2)[S:16][CH2:17][CH2:18]1.[CH3:29][CH2:30][OH:31].[CH3:32][CH2:33][O:34][C:35](=[O:36])[CH3:37].[NH2:27][NH2:28].[OH2:26]>>[CH2:1]([CH3:2])[N:3]([C:4]([O:5][C:6]([CH3:7])([CH3:8])[CH3:9])=[O:10])[CH2:11][CH2:12][N:13]1[c:14]2[c:15]([cH:19][cH:20][c:21]([NH2:23])[cH:22]2)[S:16][CH2:17][CH2:18]1. Reactants: O=C([O-])[O-], CCC(C)=O, COc1cc(C(=O)N2CCC(CCOS(C)(=O)=O)(c3ccc(Cl)c(Cl)c3)C2)cc(OC)c1OC, Cn1c(NC2CCNCC2)nc2ccccc21, [K+], [K+], O. The product is COc1cc(C(=O)N2CCC(CCN3CCC(Nc4nc5ccccc5n4C)CC3)(c3ccc(Cl)c(Cl)c3)C2)cc(OC)c1OC. RXN SMILES: [C:35](=[O:36])([O-:37])[O-:38].[CH2:59]([C:60]([CH3:61])=[O:62])[CH3:63].[CH3:1][O:2][c:3]1[cH:4][c:5]([C:6](=[O:7])[N:8]2[CH2:9][C:10]([CH2:13][CH2:14][O:15][S:16]([CH3:17])(=[O:18])=[O:19])([c:20]3[cH:21][c:22]([Cl:27])[c:23]([Cl:26])[cH:24][cH:25]3)[CH2:11][CH2:12]2)[cH:28][c:29]([O:33][CH3:34])[c:30]1[O:31][CH3:32].[CH3:41][n:42]1[c:43]([NH:51][CH:52]2[CH2:53][CH2:54][NH:55][CH2:56][CH2:57]2)[n:44][c:45]2[c:46]1[cH:47][cH:48][cH:49][cH:50]2.[K+:39].[K+:40].[OH2:58]>>[CH3:1][O:2][c:3]1[cH:4][c:5]([C:6](=[O:7])[N:8]2[CH2:9][C:10]([CH2:13][CH2:14][N:55]3[CH2:54][CH2:53][CH:52]([NH:51][c:43]4[n:42]([CH3:41])[c:46]5[c:45]([n:44]4)[cH:50][cH:49][cH:48][cH:47]5)[CH2:57][CH2:56]3)([c:20]3[cH:21][c:22]([Cl:27])[c:23]([Cl:26])[cH:24][cH:25]3)[CH2:11][CH2:12]2)[cH:28][c:29]([O:33][CH3:34])[c:30]1[O:31][CH3:32].